Task: describe an organic reaction: reactants, conditions, products, and yield. Dataset: the Open Reaction Database (ORD), a public repository of structured organic reaction records The reactants are C(C)OC(=O)C12NC(C3CC(CC3C(N(CCCCC=CC2C1)C)=O)OC1=NC(=NC(=C1)OC)OC)=O (17-(2,6-Dimethoxy-pyrimidin-4-yloxy)-13-methyl-2,14-dioxo-3,13-diaza-tricyclo[13.3.0.0*4,6*]octadec-7-ene-4-carboxylic acid ethyl ester), solution, [Li+].[OH-] (LiOH). Run in C1CCOC1.CO (THF MeOH). Yields the product COC1=NC(=CC(=N1)OC1CC2C(N(CCCCC=CC3CC3(NC(C2C1)=O)C(=O)O)C)=O)OC (17-(2,6-Dimethoxy-pyrimidin-4-yloxy)-13-methyl-2,14-dioxo-3,13-diaza-tricyclo[13.3.0.0*4,6*]octadec-7-ene-4-carboxylic acid). Yield: 99.1%. RXN SMILES: C([O:3][C:4]([C:6]12[CH2:23][CH:22]1[CH:21]=[CH:20][CH2:19][CH2:18][CH2:17][CH2:16][N:15]([CH3:24])[C:14](=[O:25])[CH:13]1[CH:9]([CH2:10][CH:11]([O:26][C:27]3[CH:32]=[C:31]([O:33][CH3:34])[N:30]=[C:29]([O:35][CH3:36])[N:28]=3)[CH2:12]1)[C:8](=[O:37])[NH:7]2)=[O:5])C.[Li+].[OH-]>C1COCC1.CO>[CH3:36][O:35][C:29]1[N:28]=[C:27]([O:26][CH:11]2[CH2:10][CH:9]3[CH:13]([C:14](=[O:25])[N:15]([CH3:24])[CH2:16][CH2:17][CH2:18][CH2:19][CH:20]=[CH:21][CH:22]4[C:6]([C:4]([OH:5])=[O:3])([NH:7][C:8]3=[O:37])[CH2:23]4)[CH2:12]2)[CH:32]=[C:31]([O:33][CH3:34])[N:30]=1 |f:1.2,3.4|. Procedure details: A solution of the ethyl ester 18f (0.33 g, 0.64 mmol) in THF/MeOH 1:1 (20 ml) was treated with a 1M solution of LiOH (10 ml) as described in Example 13 step d. Purification by column chromatography on silica gel eluted with DCM-MeOH gave the title compound, (0.31 g, 99%), (M+H)+489. The reactants are NN (hydrazine), C(C1=CC=CC=C1)O[C@H](C=O)[C@H](OCC1=CC=CC=C1)[C@H](O)COCC1=CC=CC=C1 (2,3,5-tri-O-benzyl-D-arabinose). Solvent: CO (methanol), O1CCCC1 (tetrahydrofuran). Product: N(N)C(=O)[C@@H](OCC1=CC=CC=C1)[C@H](OCC1=CC=CC=C1)[C@H](O)COCC1=CC=CC=C1 (1-hydrazino-2,3,5-tri-O-benzyl-D-arabinose). As a reaction SMILES: [NH2:1][NH2:2].[CH2:3]([O:10][C@@H:11]([C@@H:14]([C@@H:23]([CH2:25][O:26][CH2:27][C:28]1[CH:33]=[CH:32][CH:31]=[CH:30][CH:29]=1)[OH:24])[O:15][CH2:16][C:17]1[CH:22]=[CH:21][CH:20]=[CH:19][CH:18]=1)[CH:12]=[O:13])[C:4]1[CH:9]=[CH:8][CH:7]=[CH:6][CH:5]=1>CO.O1CCCC1>[NH:1]([C:12]([C@H:11]([C@@H:14]([C@@H:23]([CH2:25][O:26][CH2:27][C:28]1[CH:29]=[CH:30][CH:31]=[CH:32][CH:33]=1)[OH:24])[O:15][CH2:16][C:17]1[CH:18]=[CH:19][CH:20]=[CH:21][CH:22]=1)[O:10][CH2:3][C:4]1[CH:9]=[CH:8][CH:7]=[CH:6][CH:5]=1)=[O:13])[NH2:2]. Procedure: To a solution of 3.8 g (119 mmoles) of anhydrous hydrazine in 10 ml of absolute methanol a solution of 5 g (11.9 mmoles) of 2,3,5-tri-O-benzyl-D-arabinose in 10 ml of absolute tetrahydrofuran (THF) is added dropwise while stirring and cooling in an ice bath at a moderate speed. After 10 minutes the ice bath is removed and the solution is stirred for 6 hours at room temperature. Then the solvent is removed with the superfluous hydrazine, and the remaining yellowish oil is dried for removal of the...